Dataset: the Open Reaction Database (ORD), a public repository of structured organic reaction records. Task: describe an organic reaction: reactants, conditions, products, and yield Reactants: O=C1N(COC2=C1C=CC=C2)CCO (2-(4-oxo-3,4-dihydro-2H-1,3-benzoxazin-3-yl)-ethanol), FC1=CC=C(C=O)C=C1 (p-fluorobenzaldehyde), ice water, [H-].[Na+] (sodium hydride). Solvent: CS(=O)C (dimethyl sulfoxide), C1=CC=CC=C1 (benzene). Conditions: temperature 40 celsius, time 1 hour. Product: colorless crystals, O=C1N(COC2=C1C=CC=C2)CCOC2=CC=C(C=O)C=C2 (4-[2-(4-oxo-3,4-dihydro-2H-1,3-benzoxazin-3-yl)-ethoxy]benzaldehyde). The yield is 62.0%. As a reaction SMILES: [O:1]=[C:2]1[C:7]2[CH:8]=[CH:9][CH:10]=[CH:11][C:6]=2[O:5][CH2:4][N:3]1[CH2:12][CH2:13][OH:14].[H-].[Na+].F[C:18]1[CH:25]=[CH:24][C:21]([CH:22]=[O:23])=[CH:20][CH:19]=1>CS(C)=O.C1C=CC=CC=1>[O:1]=[C:2]1[C:7]2[CH:8]=[CH:9][CH:10]=[CH:11][C:6]=2[O:5][CH2:4][N:3]1[CH2:12][CH2:13][O:14][C:18]1[CH:25]=[CH:24][C:21]([CH:22]=[O:23])=[CH:20][CH:19]=1 |f:1.2|. Procedure details: 0.58 g (3.0 mM) of 2-(4-oxo-3,4-dihydro-2H-1,3-benzoxazin-3-yl)-ethanol was dissolved in 5.0 ml of dimethyl sulfoxide. After the addition of 0.18 g (4.5 mM) of sodium hydride (oil) under ice cooling, the mixture was stirred for one hour while heating at 40° C. Then, 0.56 g (4.5 mM) of p-fluorobenzaldehyde in 5.0 ml of benzene was gradually added dropwise under ice cooling. After the addition, the mixture was allowed to stand room temperature while stirring for one hour. After the reaction, the r... The reactants are NC=1C=NC2=CC=CC=C2C1 (3-aminoquinoline), C=1C=CC(=CC1)P(C=2C=CC=CC2)C3=CC=C4C=CC=CC4=C3C5=C6C=CC=CC6=CC=C5P(C=7C=CC=CC7)C=8C=CC=CC8 (BINAP), C(=O)([O-])[O-].[K+].[K+] (K2CO3), ClC1=C(N=CC(=N1)N[C@@H](C(=O)N)C(C)C)C#N ((R)-2-(6-chloro-5-cyanopyrazin-2-ylamino)-3-methylbutanamide). The reagents and catalysts are CC(=O)[O-].CC(=O)[O-].[Pd+2] (Pd(OAc)2). Solvent: O1CCOCC1 (Dioxane). Conditions: temperature 95 celsius. The product is C(#N)C=1N=CC(=NC1C=1C=NC2=CC=CC=C2C1)N[C@@H](C(=O)N)C(C)C ((R)-2-(5-cyano-6-(quinolin-3-yl)pyrazin-2-ylamino)-3-methylbutanamide). Yield: 82.8%. As a reaction SMILES: Cl[C:2]1[N:7]=[C:6]([NH:8][C@H:9]([CH:13]([CH3:15])[CH3:14])[C:10]([NH2:12])=[O:11])[CH:5]=[N:4][C:3]=1[C:16]#[N:17].N[C:19]1[CH:20]=[N:21][C:22]2[C:27]([CH:28]=1)=[CH:26][CH:25]=[CH:24][CH:23]=2.C1C=CC(P(C2C(C3C(P(C4C=CC=CC=4)C4C=CC=CC=4)=CC=C4C=3C=CC=C4)=C3C(C=CC=C3)=CC=2)C2C=CC=CC=2)=CC=1.C([O-])([O-])=O.[K+].[K+]>O1CCOCC1.CC([O-])=O.CC([O-])=O.[Pd+2]>[C:16]([C:3]1[N:4]=[CH:5][C:6]([NH:8][C@H:9]([CH:13]([CH3:15])[CH3:14])[C:10]([NH2:12])=[O:11])=[N:7][C:2]=1[C:19]1[CH:20]=[N:21][C:22]2[C:27]([CH:28]=1)=[CH:26][CH:25]=[CH:24][CH:23]=2)#[N:17] |f:3.4.5,7.8.9|. Reported procedure: To a mixture of 3,5-dichloropyrazine-2-carbonitrile (500 mg, 2.84 mmol) and D-valinamide HCl salt (476 mg, 3.12 mmol) in AcCN (10 mL) was added DIPEA (1.11 mL, 6.25 mmol). After stirring at room temperature for 4 h, it was diluted with EtOAc, washed with sat. NaHCO3, organic layer was separated and washed with brine, dried and concentrated to give (R)-2-(6-chloro-5-cyanopyrazin-2-ylamino)-3-methylbutanamide (740 mg). Step 2: To a mixture of (R)-2-(6-chloro-5-cyanopyrazin-2-ylamino)-3-methylbutan... The reactants are BrC=1C=NC(=NC1)N1C=C(C2=CC=C(C=C12)C(=O)N1CCOCC1)S(=O)C ([1-(5-bromo-pyrimidin-2-yl)-3-methanesulfinyl-1H-indol-6-yl]-morpholin-4-yl-methanone), FC1=C(C=C(C=C1)O)B(O)O (2-fluoro-5-hydroxyphenylboronic acid), [F-].[K+] (potassium fluoride). Reagents/catalysts: [Pd].C(C)(C)(C)P(C(C)(C)C)C(C)(C)C.C(C)(C)(C)P(C(C)(C)C)C(C)(C)C (Bis(tri-tert-butylphosphine) palladium(0)). Solvent: O1CCOCC1 (dioxane). Conditions: temperature 90 celsius, time 4 hour. Yields the product FC1=C(C=C(C=C1)O)C=1C=NC(=NC1)N1C=C(C2=CC=C(C=C12)C(=O)N1CCOCC1)S(=O)C ((1-(5-(2-Fluoro-5-hydroxyphenyl)pyrimidin-2-yl)-3-(methylsulfinyl)-1H-indol-6-yl)(morpholino)methanone). RXN SMILES: Br[C:2]1[CH:3]=[N:4][C:5]([N:8]2[C:16]3[C:11](=[CH:12][CH:13]=[C:14]([C:17]([N:19]4[CH2:24][CH2:23][O:22][CH2:21][CH2:20]4)=[O:18])[CH:15]=3)[C:10]([S:25]([CH3:27])=[O:26])=[CH:9]2)=[N:6][CH:7]=1.[F:28][C:29]1[CH:34]=[CH:33][C:32]([OH:35])=[CH:31][C:30]=1B(O)O.[F-].[K+]>O1CCOCC1.[Pd].C(P(C(C)(C)C)C(C)(C)C)(C)(C)C.C(P(C(C)(C)C)C(C)(C)C)(C)(C)C>[F:28][C:29]1[CH:34]=[CH:33][C:32]([OH:35])=[CH:31][C:30]=1[C:2]1[CH:3]=[N:4][C:5]([N:8]2[C:16]3[C:11](=[CH:12][CH:13]=[C:14]([C:17]([N:19]4[CH2:24][CH2:23][O:22][CH2:21][CH2:20]4)=[O:18])[CH:15]=3)[C:10]([S:25]([CH3:27])=[O:26])=[CH:9]2)=[N:6][CH:7]=1 |f:2.3,5.6.7|. Procedure: Bis(tri-tert-butylphosphine) palladium(0)(0.51 g, 1.0 mmol) was added under an argon atmosphere to a suspension of [1-(5-bromo-pyrimidin-2-yl)-3-methanesulfinyl-1H-indol-6-yl]-morpholin-4-yl-methanone (1.0 g, 2.0 mmol), 2-fluoro-5-hydroxyphenylboronic acid (0.625 g, 4.0 mmol) and potassium fluoride (0.29 g, 5.0 mmol) in dioxane (50 ml). The reaction mixture was stirred at 90° C. for 4 h and then filtered through a pad of celite. The filter was washed with dichloromethane (2×20 mL) and concentrat... Reactants: S1C(=NN=C1)NC(=S)NC(OCC)=O ([(1,3,4-thiadiazol-2-ylamino)thioxomethyl]carbamic acid, ethyl ester), CI (methyl iodide), CO (methanol). The solvent is [OH-].[Na+] (sodium hydroxide). Reaction conditions: temperature 40 celsius. The product is CSC(NC=1SC=NN1)NC(OCC)=O ([(methylthio)(1,3,4-thiadiazol-2-ylamino)methyl]carbamic acid, ethyl ester). RXN SMILES: [S:1]1[CH:5]=[N:4][N:3]=[C:2]1[NH:6][C:7]([NH:9][C:10](=[O:14])[O:11][CH2:12][CH3:13])=[S:8].[CH3:15]I.CO>[OH-].[Na+]>[CH3:15][S:8][CH:7]([NH:9][C:10](=[O:14])[O:11][CH2:12][CH3:13])[NH:6][C:2]1[S:1][CH:5]=[N:4][N:3]=1 |f:3.4|. Procedure details: A mixture of 6.96 g (30 mM) of [(1,3,4-thiadiazol-2-ylamino)thioxomethyl]carbamic acid, ethyl ester (prepared as described in Preparation 1) in 45 ml of 1N sodium hydroxide containing 9.0 g (4 ml) of methyl iodide and 15 ml of methanol was heated at 40° C. for ten minutes. The reaction mixture was cooled to 5' C. and filtered. The filter cake was washed with water and air dried to provide 4.72 g of [(methylthio)(1,3,4-thiadiazol-2-ylamino)methyl]carbamic acid, ethyl ester.